Dataset: the Open Reaction Database (ORD), a public repository of structured organic reaction records. Task: describe an organic reaction: reactants, conditions, products, and yield Starting materials: CS(=O)(=O)CCN1C(=NC2=C1C=CC=C2)CO ((1-(2-(methylsulfonyl)ethyl)-1H-benzo[d]imidazol-2-yl)methanol), O=S(Cl)Cl (SOCl2). Run in C(Cl)Cl (DCM). Yields the product ClCC1=NC2=C(N1CCS(=O)(=O)C)C=CC=C2 (2-chloromethyl-1-(2-methane sulfonyl-ethyl)-1H-benzoimidazole). Isolated yield 33.0%. RXN SMILES: [CH3:1][S:2]([CH2:5][CH2:6][N:7]1[C:11]2[CH:12]=[CH:13][CH:14]=[CH:15][C:10]=2[N:9]=[C:8]1[CH2:16]O)(=[O:4])=[O:3].O=S(Cl)[Cl:20]>C(Cl)Cl>[Cl:20][CH2:16][C:8]1[N:7]([CH2:6][CH2:5][S:2]([CH3:1])(=[O:4])=[O:3])[C:11]2[CH:12]=[CH:13][CH:14]=[CH:15][C:10]=2[N:9]=1. Procedure details: To a solution of crude (1-(2-(methylsulfonyl)ethyl)-1H-benzo[d]imidazol-2-yl)methanol in DCM (30 mL) was added SOCl2 (5 mL). The mixture was heated to reflux and monitored by LCMS. After the reaction completed, the solvents was evaporated. The residue was redissolved in DCM (100 mL) and washed with saturated NaHCO3 (2×30 mL), dried over Na2SO4 and concentrated under vacuum to afford the crude product (600 mg, yield: 33%) as oil. MS obsd. (ESI+) [(M+H)+]: 273.1. Reactants: ClC=1C(=C2C(=NC1)N=C(N2C(CC)CC)O)I (6-Chloro-7-iodo-1-(pentan-3-yl)-1H-imidazo[4,5-b]pyridin-2-ol), C1(=CC=CC=C1)B(O)O (phenylboronic acid), (DPPF)PdCl2, O1CCOCC1 (dioxane), C(=O)([O-])[O-].[K+].[K+] (K2CO3). The solvent is CCOC(=O)C (EtOAc), O (water). Conditions: temperature 135 celsius. The product is ClC=1C(=C2C(=NC1)N=C(N2C(CC)CC)O)C2=CC=CC=C2 (6-Chloro-1-(pentan-3-yl)-7-phenyl-1H-imidazo[4,5-b]pyridin-2-ol). Isolated yield 36.5%. RXN SMILES: [Cl:1][C:2]1[C:3](I)=[C:4]2[N:10]([CH:11]([CH2:14][CH3:15])[CH2:12][CH3:13])[C:9]([OH:16])=[N:8][C:5]2=[N:6][CH:7]=1.[C:18]1(B(O)O)[CH:23]=[CH:22][CH:21]=[CH:20][CH:19]=1.O1CCOCC1.C([O-])([O-])=O.[K+].[K+]>CCOC(C)=O.O>[Cl:1][C:2]1[C:3]([C:18]2[CH:23]=[CH:22][CH:21]=[CH:20][CH:19]=2)=[C:4]2[N:10]([CH:11]([CH2:14][CH3:15])[CH2:12][CH3:13])[C:9]([OH:16])=[N:8][C:5]2=[N:6][CH:7]=1 |f:3.4.5|. Procedure: 6-Chloro-7-iodo-1-(pentan-3-yl)-1H-imidazo[4,5-b]pyridin-2-ol (190 mg, 0.52 mmol), phenylboronic acid (76 mg, 0.63 mmol), and (DPPF)PdCl2 (38 mg, 0.052 mmol) were added to a microwave vial equipped with stirbar. A septum was affixed to the vial and the vessel was purged with nitrogen for 5 min. Degassed dioxane (5 mL), and degassed 2 M K2CO3 (aq.) (1 mL, 2 mmol) were added by syringe, and the septum was replaced with a crimped vial cap. The reaction was heated to 135° C. for 20 min. The reaction... Reactants: C1(=CC=CC=C1)NC([C@@H](N(C(CCCC1=CC=CC=C1)=O)C[P@@](=O)(CCCCNC([C@H]1N(CCC1)C(C1=CC=CC=C1)=O)=O)OC)CC(C)C)=O ([[(R,S)-methoxy-[N-(N-(benzoyl)-L-prolyl)aminobutyl]phosphinyl]methyl]-4-phenylbutanoyl-L-leucine N-phenylamide), [OH-].[Na+] (sodium hydroxide), [OH-].[Na+] (sodium hydroxide). Run in CO (methanol). Run at time 8 hour. The product is C1(=CC=CC=C1)NC([C@@H](N(C(CCCC1=CC=CC=C1)=O)CP(=O)(CCCCNC([C@H]1N(CCC1)C(C1=CC=CC=C1)=O)=O)O)CC(C)C)=O ([[Hydroxy-[N-(N-(benzoyl)-L-prolyl)aminobutyl]phosphinyl]methyl]-4-phenylbutanoyl-L-leucine N-phenylamide). Reaction SMILES: [C:1]1([NH:7][C:8](=[O:51])[C@H:9]([CH2:47][CH:48]([CH3:50])[CH3:49])[N:10]([CH2:22][P@:23]([O:45]C)([CH2:25][CH2:26][CH2:27][CH2:28][NH:29][C:30](=[O:44])[C@@H:31]2[CH2:35][CH2:34][CH2:33][N:32]2[C:36](=[O:43])[C:37]2[CH:42]=[CH:41][CH:40]=[CH:39][CH:38]=2)=[O:24])[C:11](=[O:21])[CH2:12][CH2:13][CH2:14][C:15]2[CH:20]=[CH:19][CH:18]=[CH:17][CH:16]=2)[CH:6]=[CH:5][CH:4]=[CH:3][CH:2]=1.[OH-].[Na+]>CO>[C:1]1([NH:7][C:8](=[O:51])[C@H:9]([CH2:47][CH:48]([CH3:49])[CH3:50])[N:10]([CH2:22][P:23]([OH:45])([CH2:25][CH2:26][CH2:27][CH2:28][NH:29][C:30](=[O:44])[C@@H:31]2[CH2:35][CH2:34][CH2:33][N:32]2[C:36](=[O:43])[C:37]2[CH:38]=[CH:39][CH:40]=[CH:41][CH:42]=2)=[O:24])[C:11](=[O:21])[CH2:12][CH2:13][CH2:14][C:15]2[CH:16]=[CH:17][CH:18]=[CH:19][CH:20]=2)[CH:6]=[CH:5][CH:4]=[CH:3][CH:2]=1 |f:1.2|. Procedure: A solution of [[(R,S)-methoxy-[N-(N-(benzoyl)-L-prolyl)aminobutyl]phosphinyl]methyl]-4-phenylbutanoyl-L-leucine N-phenylamide (101 mg, 0.14 mmol) in methanol (1 mL) was treated with 2N aqueous sodium hydroxide (0.5 mL) for 3 hours at room temperature. Additional 2N aqueous sodium hydroxide (0.5 mL) was then added, and the mixture was stirred overnight at room temperature. The solvent was removed by evaporation, and the residue was dissolved in water (25 mL). The aqueous solution was extracted wi... Solvent: CC(CC)=O (2-butanone). As a reaction SMILES: [Cl:1][C:2]1[CH:3]=[C:4]([CH:17]=[CH:18][CH:19]=1)[C:5]([C:7]1[C:8]([NH:14][CH2:15][CH3:16])=[N:9][C:10]([CH3:13])=[CH:11][CH:12]=1)=O.[C:20]1(=[O:31])[C:29]2[C:24](=[CH:25][CH:26]=[CH:27][CH:28]=2)[CH2:23][C:22](=[O:30])[O:21]1.CI.[C:34](=O)([O-])[O-].[K+].[K+]>CC(=O)CC>[Cl:1][C:2]1[CH:3]=[C:4]([C:5]2[C:7]3[C:8](=[N:9][C:10]([CH3:13])=[CH:11][CH:12]=3)[N:14]([CH2:15][CH3:16])[C:22](=[O:30])[C:23]=2[C:24]2[CH:25]=[CH:26][CH:27]=[CH:28][C:29]=2[C:20]([O:21][CH3:34])=[O:31])[CH:17]=[CH:18][CH:19]=1 |f:3.4.5|. The product is ClC=1C=C(C=CC1)C1=C(C(N(C2=NC(=CC=C12)C)CC)=O)C1=C(C(=O)OC)C=CC=C1 (methyl 2-[4-(3-chlorophenyl)-1-ethyl-7-methyl-2-oxo-1,2-dihydro-1,8-naphthyridin-3-yl]benzoate). The reactants are CI (methyl iodide), C([O-])([O-])=O.[K+].[K+] (potassium carbonate), ClC=1C=C(C(=O)C=2C(=NC(=CC2)C)NCC)C=CC1 (3-(3-chlorobenzoyl)-2-ethylamino-6-methylpyridine), C1(OC(CC2=CC=CC=C12)=O)=O (isochroman-1,3-dione). Procedure details: After the reaction of 3-(3-chlorobenzoyl)-2-ethylamino-6-methylpyridine with isochroman-1,3-dione (75%) under heating, the compound obtained by usual work-up was reacted with methyl iodide in 2-butanone in the presence of potassium carbonate. Thereafter, the reaction mixture was worked up and purified in a usual manner to obtain methyl 2-[4-(3-chlorophenyl)-1-ethyl-7-methyl-2-oxo-1,2-dihydro-1,8-naphthyridin-3-yl]benzoate as a yellow solid. MS: 433.